This data is from the Open Reaction Database (ORD), a public repository of structured organic reaction records. The task is: describe an organic reaction: reactants, conditions, products, and yield The reactants are BrC1=C(C=O)C(=CC=C1)N1CCOC2=C(C1=O)C=CC(=C2)C(C)(C)C (2-Bromo-6-(8-tert-butyl-5-oxo-2,3-dihydro-5H-benzo[f][1,4]oxazepin-4-yl)benzaldehyde), CN1C(C(=CC(=C1)B1OC(C(O1)(C)C)(C)C)NC1=NC=C(C=C1)C(=O)N1CCOCC1)=O (1-Methyl-3-[5-(morpholine-4-carbonyl)-pyridin-2-ylamino]-5-(4,4,5,5-tetramethyl-[1,3,2]dioxaborolan-2-yl)-1H-pyridin-2-one), P(=O)([O-])([O-])[O-].[K+].[K+].[K+] (potassium phosphate). Reagents/catalysts: CC(C)C1=CC(=C(C(=C1)C(C)C)C2=C(C=CC=C2)P(C3CCCCC3)C4CCCCC4)C(C)C (XPHOS), C=1C=CC(=CC1)/C=C/C(=O)/C=C/C2=CC=CC=C2.C=1C=CC(=CC1)/C=C/C(=O)/C=C/C2=CC=CC=C2.[Pd] (Pd(dba)2). The solvent is C(CCC)O (n-butanol), C(C)(=O)OCC (ethyl acetate), O (water). Conditions: temperature 100 celsius, time 40 minute. The product is C(C)(C)(C)C1=CC2=C(C(N(CCO2)C2=C(C=O)C(=CC=C2)C2=CN(C(C(=C2)NC2=NC=C(C=C2)C(=O)N2CCOCC2)=O)C)=O)C=C1 (2-(8-tert-Butyl-5-oxo-2,3-dihydro-5H-benzo[f][1,4]oxazepin-4-yl)-6-{1-methyl-5-[5-(morpholine-4-carbonyl)-pyridin-2-ylamino]-6-oxo-1,6-dihydro-pyridin-3-yl}-benzaldehyde). Isolated yield 97.9%. As a reaction SMILES: Br[C:2]1[CH:9]=[CH:8][CH:7]=[C:6]([N:10]2[C:16](=[O:17])[C:15]3[CH:18]=[CH:19][C:20]([C:22]([CH3:25])([CH3:24])[CH3:23])=[CH:21][C:14]=3[O:13][CH2:12][CH2:11]2)[C:3]=1[CH:4]=[O:5].[CH3:26][N:27]1[CH:32]=[C:31](B2OC(C)(C)C(C)(C)O2)[CH:30]=[C:29]([NH:42][C:43]2[CH:48]=[CH:47][C:46]([C:49]([N:51]3[CH2:56][CH2:55][O:54][CH2:53][CH2:52]3)=[O:50])=[CH:45][N:44]=2)[C:28]1=[O:57].P([O-])([O-])([O-])=O.[K+].[K+].[K+]>C(O)CCC.C(OCC)(=O)C.O.C1C=CC(/C=C/C(/C=C/C2C=CC=CC=2)=O)=CC=1.C1C=CC(/C=C/C(/C=C/C2C=CC=CC=2)=O)=CC=1.[Pd].CC(C1C=C(C(C)C)C(C2C=CC=CC=2P(C2CCCCC2)C2CCCCC2)=C(C(C)C)C=1)C>[C:22]([C:20]1[CH:19]=[CH:18][C:15]2[C:16](=[O:17])[N:10]([C:6]3[CH:7]=[CH:8][CH:9]=[C:2]([C:31]4[CH:30]=[C:29]([NH:42][C:43]5[CH:48]=[CH:47][C:46]([C:49]([N:51]6[CH2:56][CH2:55][O:54][CH2:53][CH2:52]6)=[O:50])=[CH:45][N:44]=5)[C:28](=[O:57])[N:27]([CH3:26])[CH:32]=4)[C:3]=3[CH:4]=[O:5])[CH2:11][CH2:12][O:13][C:14]=2[CH:21]=1)([CH3:23])([CH3:25])[CH3:24] |f:2.3.4.5,9.10.11|. Reported procedure: 2-Bromo-6-(8-tert-butyl-5-oxo-2,3-dihydro-5H-benzo[f][1,4]oxazepin-4-yl)benzaldehyde (109 mg, 0.27 mmol), 1-Methyl-3-[5-(morpholine-4-carbonyl)-pyridin-2-ylamino]-5-(4,4,5,5-tetramethyl-[1,3,2]dioxaborolan-2-yl)-1H-pyridin-2-one (179 mg, 1.5 eq), XPHOS (8 mg, 0.06 eq), and potassium phosphate (115 mg, 2 eq) were taken up in n-butanol (2 mL) and water (0.5 mL) and a stream of argon was bubbled through the mixture for 10 minutes. Then the catalyst Pd(dba)2 (5 mg, 0.03 eq) was added and the reactio... Reactants: C(C1=CC=CC=C1)(C1=CC=CC=C1)(C1=CC=CC=C1)N1N=CN=C1/C=C/CO (E-3(1-trityl-1,2,4-triazol-5-yl)prop-2-en-1-ol). Reagents/catalysts: [C].[Pd] (palladium-carbon). Run in ClCCl (dichloromethane). Conditions: time 4 hour. The product is C(C1=CC=CC=C1)(C1=CC=CC=C1)(C1=CC=CC=C1)N1N=CN=C1CCCO (3(1-trityl-1,2,4-triazol-5-yl)propanol). The yield is 74.3%. As a reaction SMILES: [C:1]([N:20]1[C:24](/[CH:25]=[CH:26]/[CH2:27][OH:28])=[N:23][CH:22]=[N:21]1)([C:14]1[CH:19]=[CH:18][CH:17]=[CH:16][CH:15]=1)([C:8]1[CH:13]=[CH:12][CH:11]=[CH:10][CH:9]=1)[C:2]1[CH:7]=[CH:6][CH:5]=[CH:4][CH:3]=1>ClCCl.[C].[Pd]>[C:1]([N:20]1[C:24]([CH2:25][CH2:26][CH2:27][OH:28])=[N:23][CH:22]=[N:21]1)([C:2]1[CH:3]=[CH:4][CH:5]=[CH:6][CH:7]=1)([C:8]1[CH:13]=[CH:12][CH:11]=[CH:10][CH:9]=1)[C:14]1[CH:19]=[CH:18][CH:17]=[CH:16][CH:15]=1 |f:2.3|. Procedure: A stirred solution of E-3(1-trityl-1,2,4-triazol-5-yl)prop-2-en-1-ol (9.5 g, prepared as described in Example 9) in dichloromethane (100 ml) was hydrogenated over 5% palladium-carbon (50 mg) at room temperature and pressure for four hours. The mixture was filtered through Hyflo Super-Cel, evaporated under reduced pressure and chromatographed, using ethyl acetate-hexane (4:1), then ethyl acetate, as eluants, to give 3(1-trityl-1,2,4-triazol-5-yl)propanol (7.1 g, m.p. 150°-152° C.). NMR (CDCl3): δ... Starting materials: CNC (dimethylamine), C(CC(=O)O)(=O)O (malonic acid), C=O (Formaldehyde). Solvent: O (water). Yields the product CN(C)CC(C(=O)O)=C (2-Dimethylaminomethylacrylic acid). RXN SMILES: [CH2:1]=O.[CH3:3][NH:4][CH3:5].[C:6](O)(=O)[CH2:7][C:8]([OH:10])=[O:9]>O>[CH3:3][N:4]([CH2:1][C:7](=[CH2:6])[C:8]([OH:10])=[O:9])[CH3:5]. Procedure details: Formaldehyde solution (150 ml of 40% solution) was added with stirring to a solution of dimethylamine (218g of 26% solution) and malonic acid (104g) in water (250 ml). The reaction temperature was kept at 20° C during the addition and for a further 2 hours. The solution was then heated on a steam bath for 2 hours and the water was removed under reduced pressure to give a pale yellow syrup which was dried further by azeotropic distillation with benzene. Starting materials: C(C)(C)(C)OC(=O)N1CC2=CC=C(C=C2C1)C#N (2-(tert-butyloxycarbonyl)-5-cyano-2,3-dihydro-1H-isoindole), FC(C(=O)O)(F)F (trifluoroacetic acid). Run in ClCCl (dichloromethane). Conditions: temperature 40 celsius. Product: C(#N)C=1C=C2CNCC2=CC1 (5-Cyano-2,3-dihydro-1H-isoindole). Isolated yield 94.5%. As a reaction SMILES: C(OC([N:8]1[CH2:16][C:15]2[C:10](=[CH:11][CH:12]=[C:13]([C:17]#[N:18])[CH:14]=2)[CH2:9]1)=O)(C)(C)C.FC(F)(F)C(O)=O>ClCCl>[C:17]([C:13]1[CH:14]=[C:15]2[C:10](=[CH:11][CH:12]=1)[CH2:9][NH:8][CH2:16]2)#[N:18]. Reported procedure: A mixture of 2-(tert-butyloxycarbonyl)-5-cyano-2,3-dihydro-1H-isoindole (7.6 g) and trifluoroacetic acid (20 ml) in dichloromethane (200 ml) was heated at 40° C. for 0.5 h, then cooled and evaporated in vacuo and the residue partitioned between dichloromethane and 2M sodium hydroxide. The aqueous phase was re-extracted with dichloromethane and the combined organics dried and evaporated to give the title compound as a pink solid (4.24 g, 94%).